This data is from the Open Reaction Database (ORD), a public repository of structured organic reaction records. The task is: describe an organic reaction: reactants, conditions, products, and yield Starting materials: C(C=C)OC1=C(C=CC(=C1)F)F (2,5-difluorophenol allyl ether), CN(C1=CC=CC=C1)C (N,N-dimethylaniline), Cl (hydrogen chloride). Conditions: temperature 170 celsius, time 5 hour. Product: C(C=C)C1=C(C(=CC=C1F)F)O (2-allyl-3,6-difluorophenol). Reaction SMILES: C([O:4][C:5]1[CH:10]=[C:9]([F:11])[CH:8]=[CH:7][C:6]=1[F:12])C=C.Cl.CN(C)[C:16]1[CH:21]=CC=C[CH:17]=1>>[CH2:21]([C:10]1[C:9]([F:11])=[CH:8][CH:7]=[C:6]([F:12])[C:5]=1[OH:4])[CH:16]=[CH2:17]. Procedure: 13 g 2,5-difluorophenol allyl ether was dissolved in 90 ml N,N-dimethylaniline and stirred at 170° C. for 5 hours in a nitrogen stream. The reaction solution was poured into 10% aqueous hydrogen chloride solution and then extracted with ethyl acetate. The organic layer was washed with brine, dried over anhydrous magnesium sulfate and then evaporated The resulting residue was subjected to silica gel chromatography (developing solvent: 7% ethyl acetate/n-hexane) to give 7.8 g of 2-allyl-3,6-difluo... The reactants are CCc1nnc(N)s1, ClCCl, O=C(Cl)Oc1ccccc1, c1ccncc1. Product: CCc1nnc(NC(=O)Oc2ccccc2)s1. As a reaction SMILES: [CH2:1]([CH3:2])[c:3]1[n:4][n:5][c:6]([NH2:8])[s:7]1.[Cl:25][CH2:26][Cl:27].[c:15]1([O:21][C:22](=[O:23])[Cl:24])[cH:16][cH:17][cH:18][cH:19][cH:20]1.[cH:9]1[cH:10][cH:11][n:12][cH:13][cH:14]1>>[CH2:1]([CH3:2])[c:3]1[n:4][n:5][c:6]([NH:8][C:22]([O:21][c:15]2[cH:16][cH:17][cH:18][cH:19][cH:20]2)=[O:23])[s:7]1. Starting materials: ClC=1C=C(C=CC1Cl)[C@]1(CN(CC1)C(C1=CC=C(C=C1)OC)=O)CCCS(=O)(=O)[O-] ((S)-2-[3-(3,4-dichloro-phenyl)-1-(4-methoxy-benzoyl)-pyrrolidin-3-yl]-ethyl-methanesulfonate), Cl.C1(=CC=CC=C1)C1(CCNCC1)C(=O)N (4-phenyl-piperidine-4-carboxylic acid amide hydrochloride). Product: ClC=1C=C(C=CC1Cl)[C@@]1(CN(CC1)C(C1=CC=C(C=C1)OC)=O)CCN1CCC(CC1)(C(=O)N)C1=CC=CC=C1 ((R)-1-[2-[3-(3,4-dichloro-phenyl)-1-(4-methoxy-benzoyl)-pyrrolidin-3-yl]-ethyl]-4-phenyl-piperidine-4-carboxylic acid amide). Reaction SMILES: [Cl:1][C:2]1[CH:3]=[C:4]([C@:9]2([CH2:24][CH2:25]CS([O-])(=O)=O)[CH2:13][CH2:12][N:11]([C:14](=[O:23])[C:15]3[CH:20]=[CH:19][C:18]([O:21][CH3:22])=[CH:17][CH:16]=3)[CH2:10]2)[CH:5]=[CH:6][C:7]=1[Cl:8].Cl.[C:32]1([C:38]2([C:44]([NH2:46])=[O:45])[CH2:43][CH2:42][NH:41][CH2:40][CH2:39]2)[CH:37]=[CH:36][CH:35]=[CH:34][CH:33]=1>>[Cl:1][C:2]1[CH:3]=[C:4]([C@@:9]2([CH2:24][CH2:25][N:41]3[CH2:40][CH2:39][C:38]([C:32]4[CH:33]=[CH:34][CH:35]=[CH:36][CH:37]=4)([C:44]([NH2:46])=[O:45])[CH2:43][CH2:42]3)[CH2:13][CH2:12][N:11]([C:14](=[O:23])[C:15]3[CH:20]=[CH:19][C:18]([O:21][CH3:22])=[CH:17][CH:16]=3)[CH2:10]2)[CH:5]=[CH:6][C:7]=1[Cl:8] |f:1.2|. Procedure: Prepare by the method of Example 88.6 using (S)-2-[3-(3,4-dichloro-phenyl)-1-(4-methoxy-benzoyl)-pyrrolidin-3-yl]-ethyl-methanesulfonate and 4-phenyl-piperidine-4-carboxylic acid amide hydrochloride to give the title compound: Rf =0.35 (silica gel, 10% methanol/dichloromethane).